Dataset: the Open Reaction Database (ORD), a public repository of structured organic reaction records. Task: describe an organic reaction: reactants, conditions, products, and yield Reactants: CC(C)c1nc(COCc2ccccc2)n(CC(C)(C)O)c1Sc1cc(Cl)cc(Cl)c1, Cl, [Na+], O=C([O-])O. Yields the product CC(C)c1nc(CO)n(CC(C)(C)O)c1Sc1cc(Cl)cc(Cl)c1. Reaction SMILES: [CH2:1]([c:2]1[cH:3][cH:4][cH:5][cH:6][cH:7]1)[O:8][CH2:9][c:10]1[n:11]([CH2:27][C:28]([CH3:29])([CH3:30])[OH:31])[c:12]([S:18][c:19]2[cH:20][c:21]([Cl:26])[cH:22][c:23]([Cl:25])[cH:24]2)[c:13]([CH:15]([CH3:16])[CH3:17])[n:14]1.[ClH:37].[Na+:36].[O-:32][C:33]([OH:34])=[O:35]>>[OH:8][CH2:9][c:10]1[n:11]([CH2:27][C:28]([CH3:29])([CH3:30])[OH:31])[c:12]([S:18][c:19]2[cH:20][c:21]([Cl:26])[cH:22][c:23]([Cl:25])[cH:24]2)[c:13]([CH:15]([CH3:16])[CH3:17])[n:14]1. The reactants are ClC1=CC2=C(C(NC3=NC=CC=C23)=O)C=C1 (9-Chloro-5H-benzo[c][1,8]naphthyridin-6-one), ClC1=CC=C(C=C1)CN ((4-chloro-phenyl)methanamine). The product is ClC1=CC=C(CNC2=CC3=C(C(NC4=NC=CC=C34)=O)C=C2)C=C1 (9-(4-Chlorobenzylamino)benzo[c][1,8]naphthyridin-6(5H)-one). The yield is 13.9%. RXN SMILES: Cl[C:2]1[CH:16]=[CH:15][C:5]2[C:6](=[O:14])[NH:7][C:8]3[C:13]([C:4]=2[CH:3]=1)=[CH:12][CH:11]=[CH:10][N:9]=3.[Cl:17][C:18]1[CH:23]=[CH:22][C:21]([CH2:24][NH2:25])=[CH:20][CH:19]=1>>[Cl:17][C:18]1[CH:23]=[CH:22][C:21]([CH2:24][NH:25][C:2]2[CH:16]=[CH:15][C:5]3[C:6](=[O:14])[NH:7][C:8]4[C:13]([C:4]=3[CH:3]=2)=[CH:12][CH:11]=[CH:10][N:9]=4)=[CH:20][CH:19]=1. Procedure: The title compound was synthesized according to the procedure described for the preparation of Example 448 using 6 (100 mg, 0.43 mmol) and (4-chloro-phenyl)methanamine (245 mg, 1.73 mmol) to provide 452 (20 mg, 14% yield) as a white powder. LC-MS (M+H=337, obsd.=337). 1H NMR (400 MHz, DMSO-D6) δ 11.49 (s, 1H), 8.56 (d, J=8.3, 1H), 8.41 (s, 1H), 7.99 (d, J=8.8, 1H), 7.44 (dd, J=8.5, 22.3, 2H), 7.37 (s, 2H), 7.25 (d, J=12.5, 2H), 6.95 (s, 1H), 4.51 (s, 2H). Reactants: S(=O)(Cl)Cl (Thionyl chloride), CC1=C(N=C(O1)C1=CC=CC=C1)COC1=C(CO)C=CC=C1 (2-(5-methyl-2-phenyl-4-oxazolylmethoxy)benzyl alcohol). Run in C1(=CC=CC=C1)C (toluene). Conditions: time 2 hour. Product: ClCC1=C(OCC=2N=C(OC2C)C2=CC=CC=C2)C=CC=C1 (4-(2-chloromethylphenoxymethyl)-5-methyl-2-phenyloxazole). RXN SMILES: S(Cl)([Cl:3])=O.[CH3:5][C:6]1[O:10][C:9]([C:11]2[CH:16]=[CH:15][CH:14]=[CH:13][CH:12]=2)=[N:8][C:7]=1[CH2:17][O:18][C:19]1[CH:26]=[CH:25][CH:24]=[CH:23][C:20]=1[CH2:21]O>C1(C)C=CC=CC=1>[Cl:3][CH2:21][C:20]1[CH:23]=[CH:24][CH:25]=[CH:26][C:19]=1[O:18][CH2:17][C:7]1[N:8]=[C:9]([C:11]2[CH:16]=[CH:15][CH:14]=[CH:13][CH:12]=2)[O:10][C:6]=1[CH3:5]. Procedure details: Thionyl chloride (1.69 g) was added dropwise to a stirred suspension of 2-(5-methyl-2-phenyl-4-oxazolylmethoxy)benzyl alcohol (4.00 g) in toluene (60 ml) at 0° C. After stirring at room temperature for 2 hours, the reaction mixture was concentrated. The residual crystals were dissolved in ethyl acetate and washed with aqueous sodium bicarbonate and water. The ethyl acetate layer was separated, dried (MgSO4), and concentrated to give 4-(2-chloromethylphenoxymethyl)-5-methyl-2-phenyloxazole as cry... Starting materials: ClC1=NC2=CC=C(C=C2C(=C1)Cl)C (2,4-dichloro-6-methyl-quinoline), N1C(CNCC2=C1C=CC=C2)=O (1,3,4,5-tetrahydro-2H-1,4-benzodiazepin-2-one). The solvent is C(CCC)O (n-butyl alcohol). Conditions: temperature 160 celsius, time 3 hour. Product: ClC1=CC(=NC2=CC=C(C=C12)C)N1CC(NC2=C(C1)C=CC=C2)=O (4-(4-Chloro-6-methylquinolin-2-yl)-1,3,4,5-tetrahydro-2H-1,4-benzodiazepin-2-one). RXN SMILES: Cl[C:2]1[CH:11]=[C:10]([Cl:12])[C:9]2[C:4](=[CH:5][CH:6]=[C:7]([CH3:13])[CH:8]=2)[N:3]=1.[NH:14]1[C:20]2[CH:21]=[CH:22][CH:23]=[CH:24][C:19]=2[CH2:18][NH:17][CH2:16][C:15]1=[O:25]>C(O)CCC>[Cl:12][C:10]1[C:9]2[C:4](=[CH:5][CH:6]=[C:7]([CH3:13])[CH:8]=2)[N:3]=[C:2]([N:17]2[CH2:18][C:19]3[CH:24]=[CH:23][CH:22]=[CH:21][C:20]=3[NH:14][C:15](=[O:25])[CH2:16]2)[CH:11]=1. Reported procedure: The mixture of 2,4-dichloro-6-methyl-quinoline (422 mg, 2 mmol), 1,3,4,5-tetrahydro-2H-1,4-benzodiazepin-2-one (298 mg, 2 mmol) and n-butyl alcohol (15 mL) was heated with stirring in a 20 mL microwave process vial for 3 hours at 160° C. under microwave irradiation. After cooling, the solvent was removed in vacuo and the residue was purified by column chromatography on silica gel (methanol/dichloromethane, 1:20) to give the product. MS obsd. (ESI+) [(M+H)+] 338.